Dataset: the Open Reaction Database (ORD), a public repository of structured organic reaction records. Task: describe an organic reaction: reactants, conditions, products, and yield Reactants: C(#N)C1=NC=C(C(=C1)C=CN(C)C)[N+](=O)[O-] (2-cyano-4-(2-dimethylaminoethenyl)-5-nitropyridine), Cl (HCl). The reagents and catalysts are [Pd] (palladium on carbon). The solvent is CO (methanol). Yields the product Cl.Cl.NCC=1C=C2C=CNC2=CN1 (5-Aminomethyl-6-azaindole Dihydrochloride). Reaction SMILES: [C:1]([C:3]1[CH:8]=[C:7]([CH:9]=[CH:10]N(C)C)[C:6]([N+:14]([O-])=O)=[CH:5][N:4]=1)#[N:2].[ClH:17]>[Pd].CO>[ClH:17].[ClH:17].[NH2:2][CH2:1][C:3]1[CH:8]=[C:7]2[C:6](=[CH:5][N:4]=1)[NH:14][CH:10]=[CH:9]2 |f:4.5.6|. Procedure details: A suspension of 2-cyano-4-(2-dimethylaminoethenyl)-5-nitropyridine (3.8 g) and 10% palladium on carbon (3 g) in 6 M HCl (10 mL) and methanol (50 mL) was shaken on a Parr apparatus under hydrogen (55 psi). After 16 h the mixture was filtered through celite, washing with methanol, and was basified with ammonium hydroxide and evaporated in vacuo. The crude product was purified by flash column chromatography (80:19:1 chloroform/methanol/ammonium hydroxide) to give the title compound as the free base...